Dataset: the Open Reaction Database (ORD), a public repository of structured organic reaction records. Task: describe an organic reaction: reactants, conditions, products, and yield Reactants: NN1C(OCC1)=O (3-aminooxazolidin-2-one), FC1=C(C=C2C=CC=NC2=C1)CC1=CN=C2N1N=C(C=C2)C(C)=O (1-[3-(7-fluoro-quinolin-6-ylmethyl)-imidazo[1,2-b]pyridazin-6-yl]-ethanone). The product is FC1=C(C=C2C=CC=NC2=C1)CC1=CN=C2N1N=C(C=C2)\C(\C)=N\N2C(OCC2)=O ((E)-3-(1-(3-((7-Fluoroquinolin-6-yl)methyl)imidazo[1,2-b]pyridazin-6-yl)ethylidene-amino)oxazolidin-2-one). Isolated yield 24.0%. Reaction SMILES: [NH2:1][N:2]1[CH2:6][CH2:5][O:4][C:3]1=[O:7].[F:8][C:9]1[CH:18]=[C:17]2[C:12]([CH:13]=[CH:14][CH:15]=[N:16]2)=[CH:11][C:10]=1[CH2:19][C:20]1[N:24]2[N:25]=[C:26]([C:29](=O)[CH3:30])[CH:27]=[CH:28][C:23]2=[N:22][CH:21]=1>>[F:8][C:9]1[CH:18]=[C:17]2[C:12]([CH:13]=[CH:14][CH:15]=[N:16]2)=[CH:11][C:10]=1[CH2:19][C:20]1[N:24]2[N:25]=[C:26](/[C:29](=[N:1]/[N:2]3[CH2:6][CH2:5][O:4][C:3]3=[O:7])/[CH3:30])[CH:27]=[CH:28][C:23]2=[N:22][CH:21]=1. Procedure: The title compound was prepared from 3-aminooxazolidin-2-one and 1-[3-(7-fluoro-quinolin-6-ylmethyl)-imidazo[1,2-b]pyridazin-6-yl]-ethanone in analogy to the synthesis of example 1 in 24% yield. 1H-NMR (400 MHz, CDCl3) δ ppm 8.85 (dd, 1H), 8.02 (d, 1H), 7.88 (m, 2H), 7.71 (m, 3H), 7.33 (q, 1H), 4.58 (s, 2H), 4.51 (t, 2H), 4.01 (t, 2H), 2.49 (s, 3H). LCMS (method A): [MH]+=405, tR=4.76 min. Starting materials: C(=O)([O-])[O-].[K+].[K+] (K2CO3), product, C(CCl)Cl (EDC), NC1=CC(=C(OCC(C)(O)C)C=C1)OC (1-(4-amino-2-methoxyphenoxy)-2-methylpropan-2-ol), CN(C)C=O (DMF). Run in CCOC(=O)C (EtOAc). Run at time 8 hour. Product: ClC1=CC=C(C=C1)C1=CC=2CN(C(C2O1)=O)C1=CC(=C(C=C1)OCC(C)(C)O)OC (2-(4-Chlorophenyl)-5-(4-(2-hydroxy-2-methylpropoxy)-3-methoxyphenyl)-4H-furo[3,2-c]pyrrol-6(5H)-one). Reaction SMILES: [CH2:1]([Cl:4])[CH2:2]Cl.NC1[CH:17]=[CH:16][C:9]([O:10][CH2:11][C:12]([CH3:15])([OH:14])[CH3:13])=[C:8]([O:18][CH3:19])[CH:7]=1.[C:20]([O-:23])([O-])=O.[K+].[K+].[CH3:26][N:27]([CH:29]=[O:30])[CH3:28]>CCOC(C)=O>[Cl:4][C:1]1[CH:2]=[CH:16][C:9]([C:20]2[O:23][C:13]3[C:29](=[O:30])[N:27]([C:28]4[CH:17]=[CH:16][C:9]([O:10][CH2:11][C:12]([OH:14])([CH3:13])[CH3:15])=[C:8]([O:18][CH3:19])[CH:7]=4)[CH2:26][C:12]=3[CH:11]=2)=[CH:8][CH:7]=1 |f:2.3.4|. Procedure: A solution of Part D product (40 mg, 0.127 mmol), EDC (48.6 mg, 0.254 mmol) and 1-(4-amino-2-methoxyphenoxy)-2-methylpropan-2-ol (26.8 mg, 0.127 mmol) in DMF (1.0 mL) was stirred at RT overnight. After K2CO3(35.0 mg, 0.254 mmol) was added, the reaction was stirred overnight. Then the mixture was diluted with EtOAc (˜25 mL), washed with water and brine, dried over anhydrous Na2SO4, and concentrated. The resulting brown solution was purified by prep. HPLC to give 10 mg of the title compound as a w... Reactants: CC1=C(C(=O)CC(=O)OC)C=CC=C1 (methyl 2-methylbenzoylacetate), C(OCC)(OCC)OCC (triethyl orthoformate), N1=CC=CC=C1 (pyridine). Solvent: C(C)O (ethanol), S(O)(O)(=O)=O (sulfuric acid). Yields the product C(C)O/C(=C/C(=O)OCC)/C1=C(C=CC=C1)C (ethyl (E)-β-ethoxy-2-methylcinnamate). Yield: 75.0%. Reaction SMILES: [CH3:1][C:2]1[CH:14]=[CH:13][CH:12]=[CH:11][C:3]=1[C:4]([CH2:6][C:7]([O:9][CH3:10])=[O:8])=[O:5].C(OCC)(OCC)O[CH2:17][CH3:18].N1C=CC=C[CH:26]=1>C(O)C.S(=O)(=O)(O)O>[CH2:17]([O:5]/[C:4](/[C:3]1[CH:11]=[CH:12][CH:13]=[CH:14][C:2]=1[CH3:1])=[CH:6]/[C:7]([O:9][CH2:10][CH3:26])=[O:8])[CH3:18]. Procedure: 19.2 g (100 mmol) of methyl 2-methylbenzoylacetate and 17.7 g of triethyl orthoformate in 40 ml of ethanol plus 0.4 ml of concentrated sulfuric acid are refluxed for 16 hours. After cooling, 2 ml of pyridine are added and the mixture is then concentrated. The residue is taken up in methyl t-butyl ether and extracted 2×with water. The organic phase is dried over sodium sulfate and concentrated. The crude product contains in addition to the title compound about 15% of the corresponding (E) methyl ... Starting materials: ClCCl, CC(C)COC(=O)Cl, NCCO. Product: CC(C)COC(=O)NCCO. RXN SMILES: [CH2:13]([Cl:14])[Cl:15].[Cl:5][C:6](=[O:7])[O:8][CH2:9][CH:10]([CH3:11])[CH3:12].[NH2:1][CH2:2][CH2:3][OH:4]>>[NH:1]([CH2:2][CH2:3][OH:4])[C:6](=[O:7])[O:8][CH2:9][CH:10]([CH3:11])[CH3:12]. Starting materials: O (water), OO (H2O2), OO (H2O2), C(CCCCCCC\C=C/CCCCCCCC)(=O)O (oleic acid), C(CCCCCCC\C=C/C\C=C/CCCCC)(=O)O (linoleic acid), H2WO4, OO (H2O2). The reagents and catalysts are [Co](Cl)Cl (cobalt chloride). Reaction conditions: temperature 70 celsius, time 1.5 hour. Product: C(CCCCCCCC(=O)O)(=O)O (azelaic acid), C(CCCCCCCC)(=O)O (pelargonic acid). Isolated yield 69.0%. RXN SMILES: [C:1]([OH:20])(=[O:19])[CH2:2][CH2:3][CH2:4][CH2:5][CH2:6][CH2:7][CH2:8]/[CH:9]=C\CCCCCCCC.[C:21]([OH:40])(=[O:39])[CH2:22][CH2:23][CH2:24][CH2:25][CH2:26][CH2:27][CH2:28]/[CH:29]=C\C/C=C\CCCCC.OO.[OH2:43]>[Co](Cl)Cl>[C:1]([OH:20])(=[O:19])[CH2:2][CH2:3][CH2:4][CH2:5][CH2:6][CH2:7][CH2:8][C:9]([OH:39])=[O:43].[C:21]([OH:40])(=[O:39])[CH2:22][CH2:23][CH2:24][CH2:25][CH2:26][CH2:27][CH2:28][CH3:29]. Procedure: Using the same apparatus as in Example 1, 100 g of crude oleic acid (80% purity) containing 9% linoleic acid and 0.75 g of H2WO4 is added. The stirred mixture is brought to 60°-65° C. and 28 g of 60% w/w H2O2 is added. The H2O2 is gradually added over about 30 mins in order to maintain the temperature between 65°-75° C. Once the addition of H2O2 is completed the mixture is left at that temperature for 1.5 hours. The crude reaction product so obtained is charged into an stirred 500 ml autoclave c... Reactants: Cc1cccc2c1CCC2=O, [N-]=[N+]=[N-], [Na+], O, O=C(O)C(Cl)(Cl)Cl. Yields the product Cc1cccc2c1CCNC2=O. As a reaction SMILES: [CH3:1][c:2]1[c:3]2[c:7]([cH:8][cH:9][cH:10]1)[C:6](=[O:11])[CH2:5][CH2:4]2.[N-:20]=[N+:21]=[N-:22].[Na+:19].[OH2:23].[OH:12][C:13]([C:14]([Cl:15])([Cl:16])[Cl:17])=[O:18]>>[CH3:1][c:2]1[c:3]2[c:7]([cH:8][cH:9][cH:10]1)[C:6](=[O:11])[NH:20][CH2:5][CH2:4]2. Procedure: 2-(3-Hydroxyphenyl)imidazo[2,1-a]isoquinoline (2.07 g.) is added to 0.63 g. of 85 percent potassium hydroxide in 25 ml. of ethanol. To this mixture, 1.56 ml. of diethyl sulfate in 5 ml. of ethanol is added at 0° to 5° C. The mixture is maintained for 16 hours at room temperature, then is refluxed for 30 minutes. After cooling, the solution is evaporated to dryness and the residue is washed thoroughly with water. Crystallization of the solid from ethanol yields 1 g. of the title product, melting ... The solvent is C(C)O (ethanol), C(C)O (ethanol). Reaction SMILES: [OH:1][C:2]1[CH:3]=[C:4]([C:8]2[N:9]=[C:10]3[C:19]4[C:14](=[CH:15][CH:16]=[CH:17][CH:18]=4)[CH:13]=[CH:12][N:11]3[CH:20]=2)[CH:5]=[CH:6][CH:7]=1.[OH-].[K+].S(OCC)(O[CH2:27][CH3:28])(=O)=O>C(O)C>[CH2:27]([O:1][C:2]1[CH:3]=[C:4]([C:8]2[N:9]=[C:10]3[C:19]4[C:14](=[CH:15][CH:16]=[CH:17][CH:18]=4)[CH:13]=[CH:12][N:11]3[CH:20]=2)[CH:5]=[CH:6][CH:7]=1)[CH3:28] |f:1.2|. Starting materials: OC=1C=C(C=CC1)C=1N=C2N(C=CC3=CC=CC=C23)C1 (2-(3-Hydroxyphenyl)imidazo[2,1-a]isoquinoline), [OH-].[K+] (potassium hydroxide), S(=O)(=O)(OCC)OCC (diethyl sulfate). The product is C(C)OC=1C=C(C=CC1)C=1N=C2N(C=CC3=CC=CC=C23)C1 (2-(3-Ethoxyphenyl)imidazo[2,1-a]isoquinoline).